This data is from the Open Reaction Database (ORD), a public repository of structured organic reaction records. The task is: describe an organic reaction: reactants, conditions, products, and yield Reactants: CC1CNCC(O1)C (2,6-dimethylmorpholine), FC1=CC(=C(C=C1)C=1OC(=NN1)C=1C(=NOC1C)C1=CC=CC=C1)OC (2-(4-fluoro-2-methoxy-phenyl)-5-(5-methyl-3-phenyl-isoxazol-4-yl)-[1,3,4]oxadiazole), CC1CNCC(O1)C (2,6-dimethylmorpholine). Solvent: CS(=O)C (DMSO). Run at temperature 200 celsius. Yields the product CC1CN(CC(O1)C)C1=CC=C(C=C1)C=1OC(=NN1)C=1C(=NOC1C)C1=CC=CC=C1 (rac-(2S,6R)-2,6-Dimethyl-4-{4-[5-(5-methyl-3-phenyl-isoxazol-4-yl)-[1,3,4]oxadiazol-2-yl]-phenyl}-morpholine). Yield: 23.6%. RXN SMILES: F[C:2]1[CH:7]=[CH:6][C:5]([C:8]2[O:9][C:10]([C:13]3[C:14]([C:19]4[CH:24]=[CH:23][CH:22]=[CH:21][CH:20]=4)=[N:15][O:16][C:17]=3[CH3:18])=[N:11][N:12]=2)=[C:4](OC)[CH:3]=1.[CH3:27][CH:28]1[O:33][CH:32]([CH3:34])[CH2:31][NH:30][CH2:29]1>CS(C)=O>[CH3:34][CH:32]1[O:33][CH:28]([CH3:27])[CH2:29][N:30]([C:2]2[CH:3]=[CH:4][C:5]([C:8]3[O:9][C:10]([C:13]4[C:14]([C:19]5[CH:24]=[CH:23][CH:22]=[CH:21][CH:20]=5)=[N:15][O:16][C:17]=4[CH3:18])=[N:11][N:12]=3)=[CH:6][CH:7]=2)[CH2:31]1. Procedure: A suspension of 2-(4-fluoro-2-methoxy-phenyl)-5-(5-methyl-3-phenyl-isoxazol-4-yl)-[1,3,4]oxadiazole (200 mg, 0.62 mmol) in 2,6-dimethylmorpholine (2.00 mL, 16.0 mmol) was heated for 30 min at 200° C. (microwave) followed by stirring under gently reflux for 18 h at 160° C. After addition of DMSO (2 mL) and 2,6-dimethylmorpholine (0.50 mL, 4.00 mmol) the solution was stirred for another 24 h at 160° C. After cooling to ambient temperature the reaction mixture was extracted with water (20 mL) and e...